Dataset: the Open Reaction Database (ORD), a public repository of structured organic reaction records. Task: describe an organic reaction: reactants, conditions, products, and yield The reactants are CO, CN1C(=O)NC(=O)C12Cc1cc(N)c([N+](=O)[O-])cc1C2. The product is CN1C(=O)NC(=O)C12Cc1cc(N)c(N)cc1C2. Reaction SMILES: [CH3:21][OH:22].[NH2:1][c:2]1[cH:3][c:4]2[c:15]([cH:16][c:17]1[N+:18]([O-:19])=[O:20])[CH2:14][C:6]1([CH2:5]2)[N:7]([CH3:13])[C:8](=[O:12])[NH:9][C:10]1=[O:11]>>[NH2:1][c:2]1[cH:3][c:4]2[c:15]([cH:16][c:17]1[NH2:18])[CH2:14][C:6]1([CH2:5]2)[N:7]([CH3:13])[C:8](=[O:12])[NH:9][C:10]1=[O:11]. The reactants are ClC1=C(CCC2=C(SC(=C21)SC)C(=O)OCC)C=O (Ethyl 4-chloro-5-formyl-6,7-dihydro-3-methylthiobenzo[c]thiophene-1-carboxylate), methyl α-mercaptophenyl acetate, C([O-])([O-])=O.[K+].[K+] (potassium carbonate), CN(C=O)C (N,N-dimethylformamide), [OH-].[Na+] (sodium hydroxide). Reagents/catalysts: Cl (hydrochloric acid). Run in O (water), O (water), C(C)O (ethanol), O (water). Conditions: time 2 hour. The product is CSC=1SC(=C2C1C=1SC(=CC1CC2)C2=CC=CC=C2)C(=O)O (4,5-dihydro-8-methylthio-2-phenylbenzo[2,1-c:3,4-b′]dithiophene-6-carboxylic acid). RXN SMILES: Cl[C:2]1[C:10]2[C:6](=[C:7]([C:13]([O:15]CC)=[O:14])[S:8][C:9]=2[S:11][CH3:12])[CH2:5][CH2:4][C:3]=1[CH:18]=O.C(=O)([O-])[O-].[K+].[K+].CN(C)C=O.[OH-].[Na+]>C(O)C.O.Cl>[CH3:12][S:11][C:9]1[S:8][C:7]([C:13]([OH:15])=[O:14])=[C:6]2[CH2:5][CH2:4][C:3]3[CH:18]=[C:7]([C:6]4[CH:10]=[CH:2][CH:3]=[CH:4][CH:5]=4)[S:8][C:2]=3[C:10]=12 |f:1.2.3,5.6|. Procedure: Ethyl 4-chloro-5-formyl-6,7-dihydro-3-methylthiobenzo[c]thiophene-1-carboxylate (1.32 g), methyl α-mercaptophenyl acetate (0.76 g) and potassium carbonate (0.69 g) were added to N,N-dimethylformamide (15 ml). The mixture was stirred at room temperature for 2 hours. The reaction mixture was poured over water, and extracted with ethyl acetate. The organic layer was washed with water and dried (MgSO4), after which the solvent was distilled off. The residue was subjected to silica gel column chromat... The reactants are C1CCOC1, CO, COC(=O)CC(c1ccc(Cl)cc1)c1ccc(Cl)cc1, [Li+], [OH-], O, O. Yields the product O=C(O)CC(c1ccc(Cl)cc1)c1ccc(Cl)cc1. As a reaction SMILES: [CH2:26]1[O:27][CH2:28][CH2:29][CH2:30]1.[CH3:24][OH:25].[Cl:1][c:2]1[cH:3][cH:4][c:5]([CH:8]([CH2:9][C:10](=[O:11])[O:12][CH3:13])[c:14]2[cH:15][cH:16][c:17]([Cl:20])[cH:18][cH:19]2)[cH:6][cH:7]1.[Li+:23].[OH-:22].[OH2:21].[OH2:31]>>[Cl:1][c:2]1[cH:3][cH:4][c:5]([CH:8]([CH2:9][C:10](=[O:11])[OH:12])[c:14]2[cH:15][cH:16][c:17]([Cl:20])[cH:18][cH:19]2)[cH:6][cH:7]1. The reactants are CC1(C)Cc2cccc([N+](=O)[O-])c2O1, CC#N, [Cu+2], [K+], [K+], O, O, O, O, O, O, O=S(=O)([O-])OOS(=O)(=O)[O-], O=S(=O)([O-])[O-]. Product: CC1(C)Oc2c(cccc2[N+](=O)[O-])C1=O. As a reaction SMILES: [CH3:1][C:2]1([CH3:14])[O:3][c:4]2[c:5]([cH:7][cH:8][cH:9][c:10]2[N+:11](=[O:12])[O-:13])[CH2:6]1.[CH3:27][C:28]#[N:29].[Cu+2:41].[K+:25].[K+:26].[OH2:30].[OH2:31].[OH2:32].[OH2:33].[OH2:34].[OH2:35].[S:15](=[O:16])([O:17][O:18][S:19]([O-:20])(=[O:21])=[O:22])([O-:23])=[O:24].[S:36]([O-:37])([O-:38])(=[O:39])=[O:40]>>[CH3:1][C:2]1([CH3:14])[O:3][c:4]2[c:5]([cH:7][cH:8][cH:9][c:10]2[N+:11](=[O:12])[O-:13])[C:6]1=[O:16]. Reactants: BrC=1C=CC(=C(C=O)C1)F (5-Bromo-2-fluoro-benzaldehyde), C(CC(=O)O)(=O)O (malonic acid), N1CCCCC1 (piperidine). The solvent is N1=CC=CC=C1 (pyridine). Reaction conditions: temperature 100 celsius, time 3 hour. The product is BrC=1C=CC(=C(C1)C=CC(=O)O)F (3-(5-bromo-2-fluoro-phenyl)-acrylic acid). Yield: 21.6%. Reaction SMILES: [Br:1][C:2]1[CH:3]=[CH:4][C:5]([F:10])=[C:6]([CH:9]=1)[CH:7]=O.C(O)(=O)[CH2:12][C:13]([OH:15])=[O:14].N1CCCCC1>N1C=CC=CC=1>[Br:1][C:2]1[CH:3]=[CH:4][C:5]([F:10])=[C:6]([CH:7]=[CH:12][C:13]([OH:15])=[O:14])[CH:9]=1. Procedure: 5-Bromo-2-fluoro-benzaldehyde (5.0 g, 24.6 mmol), malonic acid (5.6 g, 53.7 mmol), and piperidine (0.5 mL, 4.9 mmol) were added to pyridine (11.4 mL). The reaction mixture was stirred at 100° C. for 3 hours and then concentrated under reduced pressure. Distilled water was added to the reaction mixture, which was then filtered. The resulting solid was recrystallized from ethanol to give 1.3 g of the titled compound as a white solid. Starting materials: C(C)(C)(C)OC(NC(C(CN(S(=O)(=O)C1=CC=C(C=C1)[N+](=O)[O-])CC(C)C)O)CC1=CC=CC=C1)=O ((1-Benzyl-2-hydroxy-3-[isobutyl-(4-nitro-benzenesulfonyl)-amino]-propyl)-carbamic acid tert-butyl ester). The reagents and catalysts are [C].[Pd] (palladium carbon). Run in C(C)O (ethanol). The product is C(C)(C)(C)OC(NC(C(CN(S(=O)(=O)C1=CC=C(C=C1)N)CC(C)C)O)CC1=CC=CC=C1)=O ((1-Benzyl-2-hydroxy-3-[isobutyl-(4-amino-benzenesulfonyl)-amino]-propyl)-carbamic acid tert-butyl ester). RXN SMILES: [C:1]([O:5][C:6](=[O:36])[NH:7][CH:8]([CH2:29][C:30]1[CH:35]=[CH:34][CH:33]=[CH:32][CH:31]=1)[CH:9]([OH:28])[CH2:10][N:11]([CH2:24][CH:25]([CH3:27])[CH3:26])[S:12]([C:15]1[CH:20]=[CH:19][C:18]([N+:21]([O-])=O)=[CH:17][CH:16]=1)(=[O:14])=[O:13])([CH3:4])([CH3:3])[CH3:2]>C(O)C.[C].[Pd]>[C:1]([O:5][C:6](=[O:36])[NH:7][CH:8]([CH2:29][C:30]1[CH:31]=[CH:32][CH:33]=[CH:34][CH:35]=1)[CH:9]([OH:28])[CH2:10][N:11]([CH2:24][CH:25]([CH3:26])[CH3:27])[S:12]([C:15]1[CH:20]=[CH:19][C:18]([NH2:21])=[CH:17][CH:16]=1)(=[O:14])=[O:13])([CH3:3])([CH3:4])[CH3:2] |f:2.3|. Procedure: The wet crystals of (1-Benzyl-2-hydroxy-3-[isobutyl-(4-nitro-benzenesulfonyl)-amino]-propyl)-carbamic acid tert-butyl ester were suspended in ethanol (around 950 L), and then hydrogenated in the presence of 10 wt % palladium carbon at around 5-30° C. After the resulting reaction mixture was filtered to remove the palladium-carbon, the filtrate was concentrated under reduced pressure to give a solution of (1-Benzyl-2-hydroxy-3-[isobutyl-(4-amino-benzenesulfonyl)-amino]-propyl)-carbamic acid tert-... Reactants: C(C)OC1=NSC(=C1Cl)Cl (3-ethoxy-4,5-dichloroisothiazole), CS[O-].[Na+] (sodium methanesulfenate), CN(C)C=O (DMF). Run in C(C)OCC (diethyl ether). Reaction conditions: temperature 100 celsius, time 2 day. The product is C(C)OC1=NSC(=C1Cl)S(=O)(=O)C (3-Ethoxy-4-chloro-5-methylsulfonylisothiazole). Reaction SMILES: [CH2:1]([O:3][C:4]1[C:8]([Cl:9])=[C:7](Cl)[S:6][N:5]=1)[CH3:2].[CH3:11][S:12][O-:13].[Na+].CN(C=[O:19])C>C(OCC)C>[CH2:1]([O:3][C:4]1[C:8]([Cl:9])=[C:7]([S:12]([CH3:11])(=[O:19])=[O:13])[S:6][N:5]=1)[CH3:2] |f:1.2|. Procedure details: To a solution of 3-ethoxy-4,5-dichloroisothiazole (19.8 g, 0.10 mol) in DMF (50 ml) under a nitrogen atmosphere was added sodium methanesulfenate (20.4 g, 0.20 mol). The mixture was warmed to 100° C. and stirred for two days. The reaction mixture was then cooled, diluted with diethyl ether, washed with water, dried over anhydrous sodium sulfate, filtered, and concentrated in vacuo. The residue was chromatographed on a silica gel column, eluting with chloroform, to give 7.1 g of the title compoun... Reactants: O=S(=O)(Cl)Cc1ccccc1, CC(N)C(=O)N1C(=O)C(C)c2ccccc2-c2c(N)cccc21, CN(C)C=O. Yields the product CC(NS(=O)(=O)Cc1ccccc1)C(=O)N1C(=O)C(C)c2ccccc2-c2c(N)cccc21. Reaction SMILES: [CH2:24]([c:25]1[cH:26][cH:27][cH:28][cH:29][cH:30]1)[S:31](=[O:32])(=[O:33])[Cl:34].[NH2:1][CH:2]([CH3:3])[C:4](=[O:5])[N:6]1[c:7]2[c:8]([c:19]([NH2:23])[cH:20][cH:21][cH:22]2)-[c:9]2[c:10]([cH:15][cH:16][cH:17][cH:18]2)[CH:11]([CH3:14])[C:12]1=[O:13].[O:35]=[CH:36][N:37]([CH3:38])[CH3:39]>>[NH:1]([CH:2]([CH3:3])[C:4](=[O:5])[N:6]1[c:7]2[c:8]([c:19]([NH2:23])[cH:20][cH:21][cH:22]2)-[c:9]2[c:10]([cH:15][cH:16][cH:17][cH:18]2)[CH:11]([CH3:14])[C:12]1=[O:13])[S:31]([CH2:24][c:25]1[cH:26][cH:27][cH:28][cH:29][cH:30]1)(=[O:32])=[O:33].